Dataset: the Open Reaction Database (ORD), a public repository of structured organic reaction records. Task: describe an organic reaction: reactants, conditions, products, and yield Starting materials: CCCC[Sn](CCCC)(CCCC)COCOCCOC, [Li]CCCC, C[Si](C)(C)c1cc(C=O)co1, CC(=O)OC(C)=O, CCCCCC, C1CCOC1. The product is COCCOCOCC(OC(C)=O)c1coc([Si](C)(C)C)c1. As a reaction SMILES: [CH2:1]([Sn:2]([CH2:3][CH2:4][CH2:5][CH3:6])([CH2:7][CH2:8][CH2:9][CH3:10])[CH2:14][O:15][CH2:16][O:17][CH2:18][CH2:19][O:20][CH3:21])[CH2:11][CH2:12][CH3:13].[CH2:22]([Li:23])[CH2:24][CH2:25][CH3:26].[CH3:27][Si:28]([c:29]1[cH:30][c:31]([CH:34]=[O:35])[cH:32][o:33]1)([CH3:36])[CH3:37].[CH3:38][C:39](=[O:40])[O:41][C:42](=[O:43])[CH3:44].[CH3:50][CH2:51][CH2:52][CH2:53][CH2:54][CH3:55].[O:45]1[CH2:46][CH2:47][CH2:48][CH2:49]1>>[CH2:14]([O:15][CH2:16][O:17][CH2:18][CH2:19][O:20][CH3:21])[CH:34]([c:31]1[cH:30][c:29]([Si:28]([CH3:27])([CH3:36])[CH3:37])[o:33][cH:32]1)[O:35][C:39]([CH3:38])=[O:40]. Reactants: P(=O)(OCCCC)(OCC(CCl)O)[O-].[Na+] (sodium butyl 2-hydroxy-3chloropropyl phosphate), C(C)O.[OH-].[Na+] (sodium hydroxide ethanol). The solvent is C(C)O (ethanol). Conditions: temperature 70 celsius, time 3 hour. The product is P(=O)(OCCCC)(OCC1CO1)[O-].[Na+] (sodium butyl glycidyl phosphate). Isolated yield 97.5%. Reaction SMILES: [P:1]([O-:14])([O:8][CH2:9][CH:10]([OH:13])[CH2:11]Cl)([O:3][CH2:4][CH2:5][CH2:6][CH3:7])=[O:2].[Na+:15].C(O)C.[OH-].[Na+]>C(O)C>[P:1]([O-:14])([O:8][CH2:9][CH:10]1[O:13][CH2:11]1)([O:3][CH2:4][CH2:5][CH2:6][CH3:7])=[O:2].[Na+:15] |f:0.1,2.3.4,6.7|. Reported procedure: 50 g (0.19 mol) of sodium butyl 2-hydroxy-3chloropropyl phosphate was charged into a reactor, to which 1000 ml of ethanol was added, followed by agitation and heating to 70° C. to obtain a uniform mixture. Thereafter, the reaction system was cooled down to room temperature, to which was gradually added 88.6 g (0.19 mol) of a 0.0021 mol/g sodium hydroxide ethanol solution, followed by agitation for 3 hours while keeping the temperature. The HPLC analysis revealed the disappearance of a peak of th... The product is NC=1C=CC(=NC1)OCCN1CCCC1 (5-amino-2-((pyrrolidin-1-yl)ethoxy)pyridine). Solvent: O (H2O). As a reaction SMILES: CN(C=O)C.[OH:6][CH2:7][CH2:8][N:9]1[CH2:13][CH2:12][CH2:11][CH2:10]1.[H-].[Na+].Cl[C:17]1[CH:22]=[CH:21][C:20]([N+:23]([O-])=O)=[CH:19][N:18]=1>O>[NH2:23][C:20]1[CH:21]=[CH:22][C:17]([O:6][CH2:7][CH2:8][N:9]2[CH2:13][CH2:12][CH2:11][CH2:10]2)=[N:18][CH:19]=1 |f:2.3|. Starting materials: ClC1=NC=C(C=C1)[N+](=O)[O-] (2-chloro-5-nitropyridine), CN(C)C=O (DMF), OCCN1CCCC1 (N-(2-hydroxyethyl)pyrrolidine), [H-].[Na+] (NaH), oil. Reported procedure: To a stirred DMF solution (25 mL) containing N-(2-hydroxyethyl)pyrrolidine (2.18 g, 18.9 mmol) under N2 was added 60% NaH in mineral oil (0.76 g, 18.9 mmol). The mixture was stirred for 1 hr while gas evolution ceased. Subsequently 2-chloro-5-nitropyridine (2.0 g, 12.6 mmol) was added. After stirring overnight, the dark solution was poured into H2O (100 mL) and extracted 3× with EtOAc. The combined organic layers were washed 2× with H2O prior to drying over Na2SO4. Concentration under vacuum yie... Conditions: time 1 hour. Reactants: O[C@@H](C(=O)N1CC(C1)C1=CC2=C(C=3N=C(SC3CCO2)C=2N(N=CN2)C(C)C)C=C1)C ((R)-2-hydroxy-1-{3-[2-(2-isopropyl-2H-[1,2,4]triazol-3-yl)-4,5-dihydro-6-oxa-3-thia-1-aza-benzo[e]azulen-8-yl]-azetidin-1-yl}-propan-1-one), C(=O)(OC(C)(C)C)NC1(CC1)C(=O)O (1-(Boc-amino)cyclopropane carboxylic acid). The solvent is CN(C)C=O (DMF). Yields the product C(C)(C)(C)OC(NC1(CC1)C(=O)N1CC(C1)C1=CC2=C(C=3N=C(SC3CCO2)C=2N(N=CN2)C(C)C)C=C1)=O ((1-{3-[2-(2-Isopropyl-2H-[1,2,4]triazol-3-yl)-4,5-dihydro-6-oxa-3-thia-1-aza-benzo[e]azulen-8-yl]-azetidine-1-carbonyl}-cyclopropyl)-carbamic acid tert-butyl ester). RXN SMILES: O[C@H](C)C([N:5]1[CH2:8][CH:7]([C:9]2[CH:30]=[CH:29][C:12]3[C:13]4[N:14]=[C:15]([C:21]5[N:22]([CH:26]([CH3:28])[CH3:27])[N:23]=[CH:24][N:25]=5)[S:16][C:17]=4[CH2:18][CH2:19][O:20][C:11]=3[CH:10]=2)[CH2:6]1)=O.[C:32]([NH:39][C:40]1([C:43]([OH:45])=O)[CH2:42][CH2:41]1)([O:34][C:35]([CH3:38])([CH3:37])[CH3:36])=[O:33]>CN(C=O)C>[C:35]([O:34][C:32](=[O:33])[NH:39][C:40]1([C:43]([N:5]2[CH2:8][CH:7]([C:9]3[CH:30]=[CH:29][C:12]4[C:13]5[N:14]=[C:15]([C:21]6[N:22]([CH:26]([CH3:28])[CH3:27])[N:23]=[CH:24][N:25]=6)[S:16][C:17]=5[CH2:18][CH2:19][O:20][C:11]=4[CH:10]=3)[CH2:6]2)=[O:45])[CH2:41][CH2:42]1)([CH3:36])([CH3:37])[CH3:38]. Procedure: The title compound was prepared by a similar procedure to (R)-2-hydroxy-1-{3-[2-(2-isopropyl-2H-[1,2,4]triazol-3-yl)-4,5-dihydro-6-oxa-3-thia-1-aza-benzo[e]azulen-8-yl]-azetidin-1-yl}-propan-1-one using 1-(Boc-amino)cyclopropane carboxylic acid and DMF to give (1-{3-[2-(2-Isopropyl-2H-[1,2,4]triazol-3-yl)-4,5-dihydro-6-oxa-3-thia-1-aza-benzo[e]azulen-8-yl]-azetidine-1-carbonyl}-cyclopropyl)-carbamic acid tert-butyl ester isolated as a white solid (228 mg, 66%). LCMS: RT=4.72 min, [M+H]+=551 The reactants are ClC1=C(C=C2C(=CNC2=C1)C=O)C1=CC=C(C=C1)C1CNC(CO1)=O (6-chloro-5-[4-(5-oxomorpholin-2-yl)phenyl]-1H-indole-3-carbaldehyde), CC(C)=CC (2-methyl-2-butene), S(=O)([O-])[O-].[Na+].[Na+] (sodium sulfite), Cl(=O)[O-].[Na+] (Sodium chlorite), O.OP(=O)(O)[O-].[Na+] (sodium phosphate monobasic hydrate). The solvent is C(C)#N (acetonitrile), CC(C)(C)O (t-BuOH), O (water). Run at temperature 0 celsius, time 48 hour. Product: ClC1=C(C=C2C(=CNC2=C1)C(=O)O)C1=CC=C(C=C1)C1CNC(CO1)=O (6-chloro-5-[4-(5-oxomorpholin-2-yl)phenyl]-1H-indole-3-carboxylic acid). The yield is 25.7%. RXN SMILES: [Cl:1][C:2]1[CH:10]=[C:9]2[C:5]([C:6]([CH:11]=[O:12])=[CH:7][NH:8]2)=[CH:4][C:3]=1[C:13]1[CH:18]=[CH:17][C:16]([CH:19]2[O:24][CH2:23][C:22](=[O:25])[NH:21][CH2:20]2)=[CH:15][CH:14]=1.CC(=CC)C.Cl([O-])=[O:32].[Na+].O.OP([O-])(O)=O.[Na+].S([O-])([O-])=O.[Na+].[Na+]>C(#N)C.CC(O)(C)C.O>[Cl:1][C:2]1[CH:10]=[C:9]2[C:5]([C:6]([C:11]([OH:32])=[O:12])=[CH:7][NH:8]2)=[CH:4][C:3]=1[C:13]1[CH:18]=[CH:17][C:16]([CH:19]2[O:24][CH2:23][C:22](=[O:25])[NH:21][CH2:20]2)=[CH:15][CH:14]=1 |f:2.3,4.5.6,7.8.9|. Procedure details: To a solution of 6-chloro-5-[4-(5-oxomorpholin-2-yl)phenyl]-1H-indole-3-carbaldehyde (150 mg, 0.42 mmol) in acetonitrile (5 mL) and t-BuOH (5 mL) was added 2-methyl-2-butene (2.9 g, 42 mmol). The mixture was cooled to 0° C. with ice bath. Sodium chlorite (1.15 g, 12.7 mmol) and sodium phosphate monobasic hydrate (1.75 g, 12.7 mmol) were dissolved in water (5 mL). The aqueous was added to the organic solution and the mixture was allowed to warm to room temperature. The reaction mixture was stirre... Reactants: C(#N)C=1C=C(COC2=CC=3C(=C4N(C3C=C2)CCC4CC(=O)OC(C)(C)C)S(=O)(=O)C)C=CC1OC(C)C (tert-butyl 2-(7-(3-cyano-4-isopropoxybenzyloxy)-9-(methylsulfonyl)-2,3-dihydro-1H-pyrrolo[1,2-a]indol-1-yl)acetate), C(C)(=O)OCC (ethyl acetate), N[C@@H](CS)C(=O)O (L-Cysteine), O (Water). The solvent is C(Cl)Cl (DCM), C(=O)(C(F)(F)F)O (TFA). Run at temperature 0 celsius, time 1 hour. The product is C(#N)C=1C=C(COC2=CC=3C(=C4N(C3C=C2)CCC4CC(=O)O)S(=O)(=O)C)C=CC1OC(C)C (2-(7-(3-Cyano-4-isopropoxybenzyloxy)-9-(methylsulfonyl)-2,3-dihydro-1H-pyrrolo[1,2-a]indol-1-yl)acetic Acid). As a reaction SMILES: N[C@H](C(O)=O)CS.[C:8]([C:10]1[CH:11]=[C:12]([CH:39]=[CH:40][C:41]=1[O:42][CH:43]([CH3:45])[CH3:44])[CH2:13][O:14][C:15]1[CH:23]=[CH:22][C:21]2[N:20]3[CH2:24][CH2:25][CH:26]([CH2:27][C:28]([O:30]C(C)(C)C)=[O:29])[C:19]3=[C:18]([S:35]([CH3:38])(=[O:37])=[O:36])[C:17]=2[CH:16]=1)#[N:9].O.C(OCC)(=O)C>C(O)(C(F)(F)F)=O.C(Cl)Cl>[C:8]([C:10]1[CH:11]=[C:12]([CH:39]=[CH:40][C:41]=1[O:42][CH:43]([CH3:45])[CH3:44])[CH2:13][O:14][C:15]1[CH:23]=[CH:22][C:21]2[N:20]3[CH2:24][CH2:25][CH:26]([CH2:27][C:28]([OH:30])=[O:29])[C:19]3=[C:18]([S:35]([CH3:38])(=[O:37])=[O:36])[C:17]=2[CH:16]=1)#[N:9]. Reported procedure: D/L-Cysteine (40.5 mg, 0.334 mmol) was dissolved in TFA (1 mL) and cooled down to 0° C. The solution was added to a solution of tert-butyl 2-(7-(3-cyano-4-isopropoxybenzyloxy)-9-(methylsulfonyl)-2,3-dihydro-1H-pyrrolo[1,2-a]indol-1-yl)acetate (36 mg, 0.067 mmol) in DCM (1 mL) at 0° C. The reaction was stirred at this temperature for 1 h. Water was added, then ethyl acetate was added. The organic layer was separated, washed with water and brine, dried over anhydrous Na2SO4, and concentrated. The ... The solvent is O1CCCC1 (tetrahydrofuran), O1CCCC1 (tetrahydrofuran), hexanes. RXN SMILES: Br[C:2]1[CH:12]=[CH:11][C:5]2[O:6][C:7]([F:10])([F:9])[O:8][C:4]=2[CH:3]=1.C([Li])CCC.C([O:21][B:22](OC(C)C)[O:23]C(C)C)(C)C>O1CCCC1>[F:9][C:7]1([F:10])[O:6][C:5]2[CH:11]=[CH:12][C:2]([B:22]([OH:23])[OH:21])=[CH:3][C:4]=2[O:8]1. Yield: 117.9%. Reactants: C(C)(C)OB(OC(C)C)OC(C)C (triisopropylborate), BrC1=CC2=C(OC(O2)(F)F)C=C1 (5-bromo-2,2-difluoro- 1,3-benzodioxole), C(CCC)[Li] (n-butyllithium), solution. The product is FC1(OC2=C(O1)C=CC(=C2)B(O)O)F ((2,2-difluoro-1,3-benzodioxol-5-yl)boronic acid). Reported procedure: A solution of the title compound of Step A (15 g, 63 mmol) in tetrahydrofuran (approximately 200 mL) was cooled to -78° C. under a nitrogen atmosphere. A solution of n-butyllithium (40 mL of a 1.6M solution in hexanes) was added dropwise while maintaining the reaction temperature below -55° C. The reaction mixture was stirred at -78° C. for 20 min before a solution of triisopropylborate (29.4 mL, 127 mmol) in tetrahydrofuran (approximately 50 mL) was added dropwise over 30 min. The reaction was ... Run at time 5 hour. Reactants: ON1N=NC2=C1C=CC=C2 (1-hydroxybenzotriazole), CCN=C=NCCCN(C)C.Cl (EDCl), C(C)(C)N(C(C)C)CC (N,N-diisopropylethylamine), C([O-])([O-])=O.[NH4+].[NH4+] (Ammonium carbonate), C(C)(C)(C)OC(=O)N1CC(CCC1)C1=CC=C(C=C1)NC1=NC=C(C(=N1)CCC1=C(C=CC=C1)CC(=O)[O-])C(F)(F)F.[Li+] (Lithium 2-(2-(2-(2-((4-(1-(tert-butoxycarbonyl)piperidin-3-yl)phenyl)amino)-5-(trifluoromethyl)pyrimidin-4-yl)ethyl)phenyl)acetate). The solvent is C1CCOC1 (THF), CN(C)C=O (DMF). Reaction conditions: time 10 minute. Yields the product NC(CC1=C(CCC2=NC(=NC=C2C(F)(F)F)NC2=CC=C(C=C2)C2CN(CCC2)C(=O)OC(C)(C)C)C=CC=C1)=O (tert-Butyl 3-(4-((4-(2-(2-amino-2-oxoethyl)phenethyl)-5-(trifluoromethyl)pyrimidin-2-yl)amino)phenyl)piperidine-1-carboxylate). Yield: 77.0%. Reaction SMILES: [C:1]([O:5][C:6]([N:8]1[CH2:13][CH2:12][CH2:11][CH:10]([C:14]2[CH:19]=[CH:18][C:17]([NH:20][C:21]3[N:26]=[C:25]([CH2:27][CH2:28][C:29]4[CH:34]=[CH:33][CH:32]=[CH:31][C:30]=4[CH2:35][C:36]([O-])=[O:37])[C:24]([C:39]([F:42])([F:41])[F:40])=[CH:23][N:22]=3)=[CH:16][CH:15]=2)[CH2:9]1)=[O:7])([CH3:4])([CH3:3])[CH3:2].[Li+].O[N:45]1C2C=CC=CC=2N=N1.CCN=C=NCCCN(C)C.Cl.C(N(CC)C(C)C)(C)C.C(=O)([O-])[O-].[NH4+].[NH4+]>C1COCC1.CN(C=O)C>[NH2:45][C:36](=[O:37])[CH2:35][C:30]1[CH:31]=[CH:32][CH:33]=[CH:34][C:29]=1[CH2:28][CH2:27][C:25]1[C:24]([C:39]([F:40])([F:41])[F:42])=[CH:23][N:22]=[C:21]([NH:20][C:17]2[CH:18]=[CH:19][C:14]([CH:10]3[CH2:11][CH2:12][CH2:13][N:8]([C:6]([O:5][C:1]([CH3:4])([CH3:2])[CH3:3])=[O:7])[CH2:9]3)=[CH:15][CH:16]=2)[N:26]=1 |f:0.1,3.4,6.7.8|. Procedure details: Lithium 2-(2-(2-(2-((4-(1-(tert-butoxycarbonyl)piperidin-3-yl)phenyl)amino)-5-(trifluoromethyl)pyrimidin-4-yl)ethyl)phenyl)acetate (I27) (0.246 g, 0.416 mmol) was dissolved in dry THF (10 mL) and dry DMF (2 mL) under an atmosphere of nitrogen. To the solution were added 1-hydroxybenzotriazole (0.067 g, 0.50 mmol) and EDCl (0.096 g, 0.50 mmol) and N,N-diisopropylethylamine (0.290 mL, 1.66 mmol) and the reaction mixture was stirred at room temperature for 10 minutes. Ammonium carbonate (0.160 g, 1... The reactants are O=C(O)C1CC1, [Cl-], [K+], [K+], O=C([O-])[O-], CN(C)C=O, COc1cccc2c1C13CCNC(C2)C1(O)CCC(=O)C3. The product is COc1cccc2c1C13CCN(C(=O)C4CC4)C(C2)C1(O)CCC(=O)C3. As a reaction SMILES: [CH:29]1([C:32](=[O:33])[OH:34])[CH2:30][CH2:31]1.[Cl-:28].[K+:22].[K+:23].[O-:24][C:25]([O-:26])=[O:27].[O:35]=[CH:36][N:37]([CH3:38])[CH3:39].[OH:1][C:2]12[CH2:3][CH2:4][C:5](=[O:21])[CH2:6][C:7]13[c:8]1[c:9]([O:19][CH3:20])[cH:10][cH:11][cH:12][c:13]1[CH2:14][CH:15]2[NH:16][CH2:17][CH2:18]3>>[OH:1][C:2]12[CH2:3][CH2:4][C:5](=[O:21])[CH2:6][C:7]13[c:8]1[c:9]([O:19][CH3:20])[cH:10][cH:11][cH:12][c:13]1[CH2:14][CH:15]2[N:16]([C:32]([CH:29]1[CH2:30][CH2:31]1)=[O:33])[CH2:17][CH2:18]3.